This data is from the Open Reaction Database (ORD), a public repository of structured organic reaction records. The task is: describe an organic reaction: reactants, conditions, products, and yield Reactants: N (ammonia), O.Cl.N1CCC(CC1)=O (4-piperidone hydrochloride monohydrate), Cl.NO (hydroxylamine hydrochloride). Reaction conditions: time 2 hour. The product is Cl.ON=C1CCNCC1 (4-Hydroxyiminopiperidine hydrochloride). Reaction SMILES: [NH3:1].[OH2:2].[ClH:3].[NH:4]1[CH2:9][CH2:8][C:7](=O)[CH2:6][CH2:5]1.Cl.NO>>[ClH:3].[OH:2][N:1]=[C:7]1[CH2:8][CH2:9][NH:4][CH2:5][CH2:6]1 |f:1.2.3,4.5,6.7|. Reported procedure: 5.4 ml of 28% aqueous ammonia solution were added to a mixture of 3.0 g of 4-piperidone hydrochloride monohydrate and 1.63 g of hydroxylamine hydrochloride, and the resulting mixture was stirred for 2 hours at 80° to 90° C. After completion of the reaction, the solvent was distilled off and the crystalline residue was recrystallized from methanol, giving 1.8 g of the title compound. Solvent: CCOCC (ether). Conditions: temperature 0 celsius, time 5 minute. The product is FC1=CC=C(OC=2C=C(C=C)C=CC2)C=C1 (3-(4-fluorophenoxy)styrene). The reactants are CC(C)([O-])C.[K+] (potassium tert-butoxide), FC1=CC=C(OC=2C=C(C=O)C=CC2)C=C1 (3-(4-fluorophenoxy)benzaldehyde). Yield: 86.0%. Reagents/catalysts: [Br-].C[P+](C1=CC=CC=C1)(C1=CC=CC=C1)C1=CC=CC=C1 (methyltriphenylphosphonium bromide). RXN SMILES: [CH3:1]C(C)([O-])C.[K+].[F:7][C:8]1[CH:22]=[CH:21][C:11]([O:12][C:13]2[CH:14]=[C:15]([CH:18]=[CH:19][CH:20]=2)[CH:16]=O)=[CH:10][CH:9]=1>CCOCC.[Br-].C[P+](C1C=CC=CC=1)(C1C=CC=CC=1)C1C=CC=CC=1>[F:7][C:8]1[CH:22]=[CH:21][C:11]([O:12][C:13]2[CH:14]=[C:15]([CH:18]=[CH:19][CH:20]=2)[CH:16]=[CH2:1])=[CH:10][CH:9]=1 |f:0.1,4.5|. Procedure details: To a suspension of potassium tert-butoxide (2.61 g, 23.3 mmol) in ether (100 mL) was added methyltriphenylphosphonium bromide (8.34 g, 23.3 mmol) and the solution was brought to reflux for 15 min. It was then cooled to 0° C. and 3-(4-fluorophenoxy)benzaldehyde (4.80 g, 22.2 mmol) was added. The reaction was stirred for 5 min at 0° C., the cooling bath was withdrawn and the reaction allowed to warm to ambient temperature and stir for 45 min. It was then filtered through Celite and concentrated. T... Reactants: oil, [H-].[Na+] (sodium hydride), C(C)(C)NC(C)C (diisopropylamine), C(CCC)[Li] (n-butyllithium), CCCCCC (hexane), C(C(C)C)(=O)O (isobutyric acid), ClCC=1SC=CC1 (2-chloromethylthiophene). Run in O1CCCC1 (tetrahydrofuran), O (Water). Run at time 15 minute. The product is CC(C(=O)O)(CC=1SC=CC1)C (2,2-dimethyl-3-(2-thienyl)propanoic acid). Yield: 88.4%. Reaction SMILES: [H-].[Na+].C(NC(C)C)(C)C.[C:10]([OH:15])(=[O:14])[CH:11]([CH3:13])[CH3:12].C([Li])CCC.CCCCCC.Cl[CH2:28][C:29]1[S:30][CH:31]=[CH:32][CH:33]=1>O.O1CCCC1>[CH3:12][C:11]([CH3:13])([CH2:28][C:29]1[S:30][CH:31]=[CH:32][CH:33]=1)[C:10]([OH:15])=[O:14] |f:0.1|. Procedure: A mixture of 57% oil emulsion of sodium hydride (3.1 g, 0.07 mole), tetrahydrofuran (68 mL) and diisopropylamine (6.87 g, 0.07 mole) was stirred under nitrogen atmosphere as isobutyric acid (5.98 g, 0.07 mole) was added dropwise. The mixture was heated at reflux for 15 min to complete formation of the salt. After cooling to 0°, a solution of n-butyllithium in hexane (42 mL of 1.6 molar solution, 0.07 mole) was added in small portions while holding the temperature below 10°. The resulting turbid ... Reactants: CC(C)(C)OC(=O)CBr, CC#N, CCN(C(C)C)C(C)C, CNC1CCC(OC(C)c2cc(C(F)(F)F)cc(C(F)(F)F)c2)C1c1ccc(F)cc1, O. The product is CC(OC1CCC(N(C)CC(=O)OC(C)(C)C)C1c1ccc(F)cc1)c1cc(C(F)(F)F)cc(C(F)(F)F)c1. Reaction SMILES: [Br:32][CH2:33][C:34](=[O:35])[O:36][C:37]([CH3:38])([CH3:39])[CH3:40].[CH3:51][C:52]#[N:53].[CH:41]([N:42]([CH2:43][CH3:44])[CH:45]([CH3:46])[CH3:47])([CH3:48])[CH3:49].[F:1][C:2]([c:3]1[cH:4][c:5]([CH:13]([CH3:14])[O:15][CH:16]2[CH:17]([c:23]3[cH:24][cH:25][c:26]([F:29])[cH:27][cH:28]3)[CH:18]([NH:21][CH3:22])[CH2:19][CH2:20]2)[cH:6][c:7]([C:9]([F:10])([F:11])[F:12])[cH:8]1)([F:30])[F:31].[OH2:50]>>[F:1][C:2]([c:3]1[cH:4][c:5]([CH:13]([CH3:14])[O:15][CH:16]2[CH:17]([c:23]3[cH:24][cH:25][c:26]([F:29])[cH:27][cH:28]3)[CH:18]([N:21]([CH3:22])[CH2:33][C:34](=[O:35])[O:36][C:37]([CH3:38])([CH3:39])[CH3:40])[CH2:19][CH2:20]2)[cH:6][c:7]([C:9]([F:10])([F:11])[F:12])[cH:8]1)([F:30])[F:31].